This data is from the Open Reaction Database (ORD), a public repository of structured organic reaction records. The task is: describe an organic reaction: reactants, conditions, products, and yield Reactants: ClC1=CC=CC2=C1C(N(CC=1N2C=NC1C=O)C)=O (7-chloro-5,6-dihydro-5-methyl-6-oxo-4H-imidazo[1,5-a][1,4]benzodiazepine-3-carboxaldehyde), Cl.CON (O-methylhydroxylamine hydrochloride), CO (methanol), C([O-])(O)=O.[Na+] (sodium bicarbonate). Solvent: O (water), O (water), O (water). Conditions: time 8 hour. Yields the product CON=CC=1N=CN2C1CN(C(C1=C2C=CC=C1Cl)=O)C (7-chloro-5,6-dihydro-5-methyl-6-oxo-4H-imidazo[1,5-a][1,4]benzodiazepine-3carboxaldehyde O-methyl oxime). RXN SMILES: [Cl:1][C:2]1[C:7]2[C:8](=[O:19])[N:9]([CH3:18])[CH2:10][C:11]3[N:12]([CH:13]=[N:14][C:15]=3[CH:16]=O)[C:6]=2[CH:5]=[CH:4][CH:3]=1.Cl.[CH3:21][O:22][NH2:23].C(=O)(O)[O-].[Na+].CO>O>[CH3:21][O:22][N:23]=[CH:16][C:15]1[N:14]=[CH:13][N:12]2[C:6]3[CH:5]=[CH:4][CH:3]=[C:2]([Cl:1])[C:7]=3[C:8](=[O:19])[N:9]([CH3:18])[CH2:10][C:11]=12 |f:1.2,3.4|. Reported procedure: A suspension of 5.51 g (20 mmol) of 7-chloro-5,6-dihydro-5-methyl-6-oxo-4H-imidazo[1,5-a][1,4]benzodiazepine-3-carboxaldehyde, 2.23 g (26.6 mmol) of O-methylhydroxylamine hydrochloride and 75 ml of water is treated dropwise at room temperature with a solution of 7.67 g (26.6 mmol) of sodium bicarbonate in 65 ml of water. 40 ml of methanol are added thereto and the mixture is stirred at 70° for 8 hours. The mixture is then poured into 700 ml of water, the suspension is suction filtered and the fi... Reactants: CC(=O)O, CC(C)(C)[O-], Fc1ccc(-c2nc3nc(Cl)ccc3n2-c2ccnc(NC3CCCC3)n2)cc1, NCc1ccccc1, [Na+], O=C(C=Cc1ccccc1)C=Cc1ccccc1, O=C(C=Cc1ccccc1)C=Cc1ccccc1, O=C(C=Cc1ccccc1)C=Cc1ccccc1, [Pd], [Pd], Cc1ccccc1C. The product is Fc1ccc(-c2nc3nc(NCc4ccccc4)ccc3n2-c2ccnc(NC3CCCC3)n2)cc1. RXN SMILES: [C:44]([OH:45])(=[O:46])[CH3:47].[CH3:38][C:39]([CH3:40])([O-:41])[CH3:42].[F:1][c:2]1[cH:3][cH:4][c:5](-[c:8]2[n:9](-[c:18]3[n:19][c:20]([NH:24][CH:25]4[CH2:26][CH2:27][CH2:28][CH2:29]4)[n:21][cH:22][cH:23]3)[c:10]3[c:11]([n:12][c:13]([Cl:16])[cH:14][cH:15]3)[n:17]2)[cH:6][cH:7]1.[NH2:30][CH2:31][c:32]1[cH:33][cH:34][cH:35][cH:36][cH:37]1.[Na+:43].[O:58]=[C:59]([CH:60]=[CH:61][c:62]1[cH:63][cH:64][cH:65][cH:66][cH:67]1)[CH:68]=[CH:69][c:70]1[cH:71][cH:72][cH:73][cH:74][cH:75]1.[O:76]=[C:77]([CH:78]=[CH:79][c:80]1[cH:81][cH:82][cH:83][cH:84][cH:85]1)[CH:86]=[CH:87][c:88]1[cH:89][cH:90][cH:91][cH:92][cH:93]1.[O:94]=[C:95]([CH:96]=[CH:97][c:98]1[cH:99][cH:100][cH:101][cH:102][cH:103]1)[CH:104]=[CH:105][c:106]1[cH:107][cH:108][cH:109][cH:110][cH:111]1.[Pd:56].[Pd:57].[c:48]1([CH3:49])[c:50]([CH3:51])[cH:52][cH:53][cH:54][cH:55]1>>[F:1][c:2]1[cH:3][cH:4][c:5](-[c:8]2[n:9](-[c:18]3[n:19][c:20]([NH:24][CH:25]4[CH2:26][CH2:27][CH2:28][CH2:29]4)[n:21][cH:22][cH:23]3)[c:10]3[c:11]([n:12][c:13]([NH:30][CH2:31][c:32]4[cH:33][cH:34][cH:35][cH:36][cH:37]4)[cH:14][cH:15]3)[n:17]2)[cH:6][cH:7]1. The reactants are C(C)(C)(C)OC(=O)N1CC(CCC1)CNC1=C(C=NC(=C1)NC1=NC=C(N=C1)C#N)N1C=C(C=C1)C(=O)O (1-(4-((1-(tert-Butoxycarbonyl)piperidin-3-yl)methylamino)-6-(5-cyanopyrazin-2-ylamino)pyridin-3-yl)-1H-pyrrole-3-carboxylic acid). Solvent: CO (methanol). Product: C(#N)C=1N=CC(=NC1)NC1=CC(=C(C=N1)N1C=C(C=C1)C(=O)O)NCC1CNCCC1 (1-(6-(5-cyanopyrazin-2-ylamino)-4-(piperidin-3-ylmethylamino)pyridin-3-yl)-1H-pyrrole-3-carboxylic acid). RXN SMILES: C(OC([N:8]1[CH2:13][CH2:12][CH2:11][CH:10]([CH2:14][NH:15][C:16]2[CH:21]=[C:20]([NH:22][C:23]3[CH:28]=[N:27][C:26]([C:29]#[N:30])=[CH:25][N:24]=3)[N:19]=[CH:18][C:17]=2[N:31]2[CH:35]=[CH:34][C:33]([C:36]([OH:38])=[O:37])=[CH:32]2)[CH2:9]1)=O)(C)(C)C>CO>[C:29]([C:26]1[N:27]=[CH:28][C:23]([NH:22][C:20]2[N:19]=[CH:18][C:17]([N:31]3[CH:35]=[CH:34][C:33]([C:36]([OH:38])=[O:37])=[CH:32]3)=[C:16]([NH:15][CH2:14][CH:10]3[CH2:11][CH2:12][CH2:13][NH:8][CH2:9]3)[CH:21]=2)=[N:24][CH:25]=1)#[N:30]. Procedure details: 1-(4-((1-(tert-Butoxycarbonyl)piperidin-3-yl)methylamino)-6-(5-cyanopyrazin-2-ylamino)pyridin-3-yl)-1H-pyrrole-3-carboxylic acid (7 mg, 0.013 mmol) was dissolved in methanol (1 mL) and absorbed onto a TsOH solid phase extraction cartridge. After 1.5 h the cartridge was eluted with 7M ammonia in methanol. The eluent was evaporated to dryness to give 1-(6-(5-cyanopyrazin-2-ylamino)-4-(piperidin-3-ylmethylamino)pyridin-3-yl)-1H-pyrrole-3-carboxylic acid.